Dataset: the Open Reaction Database (ORD), a public repository of structured organic reaction records. Task: describe an organic reaction: reactants, conditions, products, and yield The reactants are COc1cc2ncnc(Cl)c2cc1OC, Nc1nc2ccc([N+](=O)[O-])cc2s1. Product: COc1cc2ncnc(Nc3nc4ccc([N+](=O)[O-])cc4s3)c2cc1OC. RXN SMILES: [Cl:14][c:15]1[n:16][cH:17][n:18][c:19]2[cH:20][c:21]([O:27][CH3:28])[c:22]([O:25][CH3:26])[cH:23][c:24]12.[NH2:1][c:2]1[s:3][c:4]2[c:5]([n:6]1)[cH:7][cH:8][c:9]([N+:11](=[O:12])[O-:13])[cH:10]2>>[NH:1]([c:2]1[s:3][c:4]2[c:5]([n:6]1)[cH:7][cH:8][c:9]([N+:11](=[O:12])[O-:13])[cH:10]2)[c:15]1[n:16][cH:17][n:18][c:19]2[cH:20][c:21]([O:27][CH3:28])[c:22]([O:25][CH3:26])[cH:23][c:24]12. Isolated yield 67.5%. Reaction conditions: temperature 70 celsius, time 2 hour. Reported procedure: To 250 ml of methanol solution containing 24 g of sodium hydroxide were added 17 g of 2,2-dimethyl-3-(2',2',2'-trichloroethyl)-cyclopropyl methyl ketone (purity: 97.9%, cis/trans ratio 91.5/8.5) under cooling with ice, and then 40 g of bromine were added dropwise at -10° C. to -5° C. for 20 minutes and after stirring the mixture at the same temperature for 2 hours, 25.2 g of sodium sulfite (7 hydrate) and 250 ml of water were added thereto, and the mixture was heated up to 70° C. and stirred for... The reactants are [OH-].[Na+] (sodium hydroxide), CC(=O)C1C(C1CC(Cl)(Cl)Cl)(C)C (2,2-dimethyl-3-(2',2',2'-trichloroethyl)-cyclopropyl methyl ketone), BrBr (bromine), S(=O)([O-])[O-].[Na+].[Na+] (sodium sulfite). Yields the product CC1(C(C1C=C(Cl)Cl)C(=O)O)C (2,2-dimethyl-3-(2',2'-dichlorovinyl)-cyclopropanecarboxylic acid). The solvent is CO (methanol), O (water). As a reaction SMILES: [OH-].[Na+].C[C:4]([CH:6]1[CH:8]([CH2:9][C:10](Cl)([Cl:12])[Cl:11])[C:7]1([CH3:15])[CH3:14])=[O:5].BrBr.S([O-])([O-])=[O:19].[Na+].[Na+]>O.CO>[CH3:14][C:7]1([CH3:15])[CH:8]([CH:9]=[C:10]([Cl:12])[Cl:11])[CH:6]1[C:4]([OH:5])=[O:19] |f:0.1,4.5.6|. Reactants: C(CCC)N1C(CN(C2=CC=C(C=C12)C(=O)OC)C(=O)OC(C)(C)C)=O (1-tert-butyl 6-methyl 4-butyl-3-oxo-3,4-dihydroquinoxaline-1,6(2H)-dicarboxylate), 9-BBN dimer, C(O)CN (ethanolamine). Run in O1CCCC1 (tetrahydrofuran). Product: C(CCC)N1CCN(C2=CC=C(C=C12)C(=O)OC)C(=O)OC(C)(C)C (1-Tert-butyl 6-methyl 4-butyl-3,4-dihydroquinoxaline-1,6(2H)-dicarboxylate). Isolated yield 37.4%. RXN SMILES: [CH2:1]([N:5]1[C:14]2[C:9](=[CH:10][CH:11]=[C:12]([C:15]([O:17][CH3:18])=[O:16])[CH:13]=2)[N:8]([C:19]([O:21][C:22]([CH3:25])([CH3:24])[CH3:23])=[O:20])[CH2:7][C:6]1=O)[CH2:2][CH2:3][CH3:4].C12CCCC(CCC1)B12[H]B2(C3CCCC2CCC3)[H]1.C(CN)O>O1CCCC1>[CH2:1]([N:5]1[C:14]2[C:9](=[CH:10][CH:11]=[C:12]([C:15]([O:17][CH3:18])=[O:16])[CH:13]=2)[N:8]([C:19]([O:21][C:22]([CH3:23])([CH3:25])[CH3:24])=[O:20])[CH2:7][CH2:6]1)[CH2:2][CH2:3][CH3:4]. Reported procedure: A solution of 1-tert-butyl 6-methyl 4-butyl-3-oxo-3,4-dihydroquinoxaline-1,6(2H)-dicarboxylate (440 mg) and 9-BBN dimer (600 mg) in tetrahydrofuran (10 mL) was heated at 65° C. for 10 h. The mixture was cooled to room temperature, ethanolamine (0.15 mL) was added and the resulting solution was concentrated under reduced pressure. The residue was washed with hexanes, filtered, and the filtrate was concentrated under reduced pressure. Purification by flash column chromatography (silica, 1:9 ethyl ... Reaction conditions: temperature 40 celsius. RXN SMILES: OO.[Ce:3].[NH2:4][C@H:5]([C:9]([OH:11])=[O:10])[CH:6]([CH3:8])[CH3:7].[N+]([O-])(O)=O>>[NH2:4][C@H:5]([C:9]([OH:11])=[O:10])[CH:6]([CH3:8])[CH3:7].[Ce:3] |f:4.5|. Reactants: [N+](=O)(O)[O-] (HNO3), [Ce] (cerium), N[C@@H](C(C)C)C(=O)O (valine), OO (H2O2). Product: N[C@@H](C(C)C)C(=O)O.[Ce] (L-Valine Cerium). Solvent: solution. Reported procedure: Into a 600 ml glass beaker containing a magnetic stir bar was introduced 500 ml of high purity (HP) water. A 1.101 gm quantity of L-valine was dissolved in this volume. A 5.0 gm quantity of Ce(NO3)3·6(H2O) was added, thereby forming a molar ratio of L-valine to cerium ion of 0.8. Then a 10 ml solution containing 1.2 gm of 50% H2O2 (1.5 molar ratio of H2O2 to cerium ion) was added slowly to the cerium and valine solution mixture. The pH was further adjusted to about 2.5 by the addition of 1N HNO3... Starting materials: O1C=C(C2=C1C=CC=C2)C=2C(NC(C2C2=CN(C1=CC=C(C=C21)OCC2=CC=CC=C2)C)=O)=O (3-Benzofuran-3-yl-4-(5-benzyloxy-1-methyl-1H-indol-3-yl)-pyrrole-2,5-dione), B(Br)(Br)Br (boron tribromide). Run in ClCCl (dichloromethane). Conditions: time 45 minute. Yields the product O1C=C(C2=C1C=CC=C2)C=2C(NC(C2C2=CN(C1=CC=C(C=C21)O)C)=O)=O (3-Benzofuran-3-yl-4-(5-hydroxy-1-methyl-1H-indol-3-yl)-pyrrole-2,5-dione). Yield: 69.8%. Reaction SMILES: [O:1]1[C:5]2[CH:6]=[CH:7][CH:8]=[CH:9][C:4]=2[C:3]([C:10]2[C:11](=[O:34])[NH:12][C:13](=[O:33])[C:14]=2[C:15]2[C:23]3[C:18](=[CH:19][CH:20]=[C:21]([O:24]CC4C=CC=CC=4)[CH:22]=3)[N:17]([CH3:32])[CH:16]=2)=[CH:2]1.B(Br)(Br)Br>ClCCl>[O:1]1[C:5]2[CH:6]=[CH:7][CH:8]=[CH:9][C:4]=2[C:3]([C:10]2[C:11](=[O:34])[NH:12][C:13](=[O:33])[C:14]=2[C:15]2[C:23]3[C:18](=[CH:19][CH:20]=[C:21]([OH:24])[CH:22]=3)[N:17]([CH3:32])[CH:16]=2)=[CH:2]1. Reported procedure: To a solution of 3-benzofuran-3-yl-4-(5-benzyloxy-1-methyl-1H-indol-3-yl)-pyrrole-2,5-dione (31) (22 mg, 0.044 mmol) in 2 ml of dry dichloromethane was added dropwise boron tribromide (44 mg, 0.178 mmol) at −10° C. After 45 min, the reaction was quenched with saturated NaHCO3, and diluted with ethyl acetate. The organic layer was separated, dried over anhydrous Na2SO4 and concentrated. The residue was purified by preparative TLC (ethyl acetate:hexane; 2:3) to afford product (11 mg, 68%). 1H NMR ... The reactants are C(#N)C(C(=O)N)C1OC(C(=C1Cl)Cl)=O (2-cyano-2-(3,4-dichloro-5-oxo-2,5-dihydrofuran-2-yl)acetamide), Cl.O1[C@H](CCC2=CC=CC=C12)CN (1-[(2R)-3,4-dihydro-2H-chromen-2-yl]methanamine hydrochloride). Product: Cl.ClC=1C=C(C(N(C1)C[C@@H]1OC2=CC=CC=C2CC1)=N)C(=O)N (5-chloro-1-[(2R)-3,4-dihydro-2H-chromen-2-ylmethyl]-2-imino-1,2-dihydropyridine-3-carboxamide hydrochloride). As a reaction SMILES: [C:1]([CH:3]([CH:7]1[C:11]([Cl:12])=[C:10](Cl)C(=O)O1)[C:4]([NH2:6])=[O:5])#[N:2].Cl.[O:16]1[C:25]2[C:20](=[CH:21][CH:22]=[CH:23][CH:24]=2)[CH2:19][CH2:18][C@@H:17]1[CH2:26][NH2:27]>>[ClH:12].[Cl:12][C:11]1[CH:7]=[C:3]([C:4]([NH2:6])=[O:5])[C:1](=[NH:2])[N:27]([CH2:26][C@H:17]2[CH2:18][CH2:19][C:20]3[C:25](=[CH:24][CH:23]=[CH:22][CH:21]=3)[O:16]2)[CH:10]=1 |f:1.2,3.4|. Reported procedure: According to the method of Example 160, 2-cyano-2-(3,4-dichloro-5-oxo-2,5-dihydrofuran-2-yl)acetamide was reacted with 1-[(2R)-3,4-dihydro-2H-chromen-2-yl]methanamine hydrochloride to give the title compound. The reactants are [Na] (Sodium), OC1C(C(CC1)=NO)(C)C (3-hydroxy-2,2-dimethylcyclopentanone oxime), resultant mixture. Solvent: [Cl-].[Na+].O (brine), C(CC)O (n-propanol). Yields the product NC1C(C(CC1)O)(C)C (3-amino-2,2-dimethylcyclopentanol). Yield: 95.6%. As a reaction SMILES: [Na].[OH:2][CH:3]1[CH2:7][CH2:6][C:5](=[N:8]O)[C:4]1([CH3:11])[CH3:10]>C(O)CC.[Cl-].[Na+].O>[NH2:8][CH:5]1[CH2:6][CH2:7][CH:3]([OH:2])[C:4]1([CH3:11])[CH3:10] |f:3.4.5,^1:0|. Procedure details: Sodium (2.312 g, 101 mmol) was added in small portions over 30 min to a solution of 3-hydroxy-2,2-dimethylcyclopentanone oxime (3.60 g, 25.1 mmol, from Step 2) in n-propanol (50 mL) at 80° C. The resultant mixture was heated to 100° C. for 2 h, cooled to room temperature, poured into brine (100 mL) and extracted with ethyl acetate (3×200 mL). The combined organic extracts were dried (MgSO4), filtered and concentrated to give crude 3-amino-2,2-dimethylcyclopentanol (3.10 g), which was used in the... Reactants: CO, Cl, CC(C)(C)OC(=O)N1CCC(c2noc(-c3nnn(-c4ccccc4F)c3-c3ccncc3)n2)CC1. Product: CC(=O)N1CCC(c2noc(-c3nnn(-c4ccccc4F)c3-c3ccncc3)n2)CC1. RXN SMILES: [CH3:38][OH:39].[ClH:37].[F:1][c:2]1[c:3](-[n:8]2[n:9][n:10][c:11](-[c:19]3[n:20][c:21]([CH:24]4[CH2:25][CH2:26][N:27]([C:30](=[O:31])[O:32][C:33]([CH3:34])([CH3:35])[CH3:36])[CH2:28][CH2:29]4)[n:22][o:23]3)[c:12]2-[c:13]2[cH:14][cH:15][n:16][cH:17][cH:18]2)[cH:4][cH:5][cH:6][cH:7]1>>[F:1][c:2]1[c:3](-[n:8]2[n:9][n:10][c:11](-[c:19]3[n:20][c:21]([CH:24]4[CH2:25][CH2:26][N:27]([C:30](=[O:31])[CH3:38])[CH2:28][CH2:29]4)[n:22][o:23]3)[c:12]2-[c:13]2[cH:14][cH:15][n:16][cH:17][cH:18]2)[cH:4][cH:5][cH:6][cH:7]1.